This data is from the Open Reaction Database (ORD), a public repository of structured organic reaction records. The task is: describe an organic reaction: reactants, conditions, products, and yield Reactants: O=C([O-])O, CCOC(=O)C1=C(CSc2ccccc2)Nc2ccnc(OC(C)C)c2C1c1ccccc1C(F)(F)F, O=C(OO)c1cccc(Cl)c1, ClCCl, [Na+]. The product is CCOC(=O)C1=C(CS(=O)c2ccccc2)Nc2ccnc(OC(C)C)c2C1c1ccccc1C(F)(F)F. As a reaction SMILES: [C:49](=[O:50])([O-:51])[OH:52].[CH:1]([CH3:2])([CH3:3])[O:4][c:5]1[c:6]2[c:11]([cH:12][cH:13][n:14]1)[NH:10][C:9]([CH2:15][S:16][c:17]1[cH:18][cH:19][cH:20][cH:21][cH:22]1)=[C:8]([C:23](=[O:24])[O:25][CH2:26][CH3:27])[CH:7]2[c:28]1[c:29]([C:34]([F:35])([F:36])[F:37])[cH:30][cH:31][cH:32][cH:33]1.[Cl:38][c:39]1[cH:40][c:41]([C:46](=[O:43])[O:47][OH:48])[cH:42][cH:44][cH:45]1.[Cl:54][CH2:55][Cl:56].[Na+:53]>>[CH:1]([CH3:2])([CH3:3])[O:4][c:5]1[c:6]2[c:11]([cH:12][cH:13][n:14]1)[NH:10][C:9]([CH2:15][S:16]([c:17]1[cH:18][cH:19][cH:20][cH:21][cH:22]1)=[O:43])=[C:8]([C:23](=[O:24])[O:25][CH2:26][CH3:27])[CH:7]2[c:28]1[c:29]([C:34]([F:35])([F:36])[F:37])[cH:30][cH:31][cH:32][cH:33]1. The reactants are ClC=1C=C(C=C(C1OC1=NN(C(C(=C1)C(C)C)=O)CO)Cl)N1N=C(C(NC1=O)=O)C#N (2-[3,5-dichloro-4-(1-hydroxymethyl-5-isopropyl-6-oxo-1,6-dihydro-pyridazin-3-yloxy)-phenyl]-3,5-dioxo-2,3,4,5-tetrahydro-[1,2,4]triazine-6-carbonitrile), C(C1=CC=NC=C1)(=O)O (isonicotinic acid). Product: ClC1=C(OC2=NN(C(C(=C2)C(C)C)=O)COC(C2=CC=NC=C2)=O)C(=CC(=C1)N1N=C(C(NC1=O)=O)C#N)Cl (isonicotinic acid 3-[2,6-dichloro-4-(6-cyano-3,5-dioxo-4,5-dihydro-3H-[1,2,4]triazin-2-yl)-phenoxy]-5-isopropyl-6-oxo-6H-pyridazin-1-ylmethyl ester), solid. The yield is 23.0%. As a reaction SMILES: [Cl:1][C:2]1[CH:3]=[C:4]([N:22]2[C:27](=[O:28])[NH:26][C:25](=[O:29])[C:24]([C:30]#[N:31])=[N:23]2)[CH:5]=[C:6]([Cl:21])[C:7]=1[O:8][C:9]1[CH:14]=[C:13]([CH:15]([CH3:17])[CH3:16])[C:12](=[O:18])[N:11]([CH2:19][OH:20])[N:10]=1.[C:32](O)(=[O:39])[C:33]1[CH:38]=[CH:37][N:36]=[CH:35][CH:34]=1>>[Cl:21][C:6]1[CH:5]=[C:4]([N:22]2[C:27](=[O:28])[NH:26][C:25](=[O:29])[C:24]([C:30]#[N:31])=[N:23]2)[CH:3]=[C:2]([Cl:1])[C:7]=1[O:8][C:9]1[CH:14]=[C:13]([CH:15]([CH3:17])[CH3:16])[C:12](=[O:18])[N:11]([CH2:19][O:20][C:32](=[O:39])[C:33]2[CH:38]=[CH:37][N:36]=[CH:35][CH:34]=2)[N:10]=1. Procedure details: Using the method described in Example 14 from 2-[3,5-dichloro-4-(1-hydroxymethyl-5-isopropyl-6-oxo-1,6-dihydro-pyridazin-3-yloxy)-phenyl]-3,5-dioxo-2,3,4,5-tetrahydro-[1,2,4]triazine-6-carbonitrile and isonicotinic acid: isonicotinic acid 3-[2,6-dichloro-4-(6-cyano-3,5-dioxo-4,5-dihydro-3H-[1,2,4]triazin-2-yl)-phenoxy]-5-isopropyl-6-oxo-6H-pyridazin-1-ylmethyl ester was obtained as a light yellow solid (43.6 mg, 23%); ES+-HRMS m/e calcd for C24H17N7O6Cl2 (M+H+) 570.0690, found 570.0686. The reactants are CCO, Cl, O=C(C1CCCCC1)N(Cc1ccc(OC2CCCCO2)cc1)c1ccc(OCCN2CCCC2)cc1, Cc1ccc(S(=O)(=O)[O-])cc1, c1cc[nH+]cc1. Product: O=C(C1CCCCC1)N(Cc1ccc(O)cc1)c1ccc(OCCN2CCCC2)cc1. As a reaction SMILES: [CH3:56][CH2:57][OH:58].[ClH:55].[N:1]1([CH2:6][CH2:7][O:8][c:9]2[cH:10][cH:11][c:12]([N:15]([C:16](=[O:17])[CH:18]3[CH2:19][CH2:20][CH2:21][CH2:22][CH2:23]3)[CH2:24][c:25]3[cH:26][cH:27][c:28]([O:31][CH:32]4[CH2:33][CH2:34][CH2:35][CH2:36][O:37]4)[cH:29][cH:30]3)[cH:13][cH:14]2)[CH2:2][CH2:3][CH2:4][CH2:5]1.[c:38]1([CH3:39])[cH:40][cH:41][c:42]([S:43]([O-:44])(=[O:45])=[O:46])[cH:47][cH:48]1.[nH+:49]1[cH:50][cH:51][cH:52][cH:53][cH:54]1>>[N:1]1([CH2:6][CH2:7][O:8][c:9]2[cH:10][cH:11][c:12]([N:15]([C:16](=[O:17])[CH:18]3[CH2:19][CH2:20][CH2:21][CH2:22][CH2:23]3)[CH2:24][c:25]3[cH:26][cH:27][c:28]([OH:31])[cH:29][cH:30]3)[cH:13][cH:14]2)[CH2:2][CH2:3][CH2:4][CH2:5]1. Reactants: COC1=C(C=C(C=C1)N)N1CCN(CC1)C (4-methoxy-3-(4-methyl-1-piperazinyl)phenylamine), ClC=1C=C(C=CC1C)N=C=O (3-chloro-4-methylphenyl isocyanate). Run in C1(=CC=CC=C1)C (toluene). Yields the product Cl.ClC=1C=C(C=CC1C)NC(=O)NC1=CC(=C(C=C1)OC)N1CCN(CC1)C (N-(3-Chloro-4-methylphenyl)-N′-[4-methoxy-3-(4-methyl-1-piperazinyl)phenyl]urea hydrochloride). As a reaction SMILES: [CH3:1][O:2][C:3]1[CH:8]=[CH:7][C:6]([NH2:9])=[CH:5][C:4]=1[N:10]1[CH2:15][CH2:14][N:13]([CH3:16])[CH2:12][CH2:11]1.[Cl:17][C:18]1[CH:19]=[C:20]([N:25]=[C:26]=[O:27])[CH:21]=[CH:22][C:23]=1[CH3:24]>C1(C)C=CC=CC=1>[ClH:17].[Cl:17][C:18]1[CH:19]=[C:20]([NH:25][C:26]([NH:9][C:6]2[CH:7]=[CH:8][C:3]([O:2][CH3:1])=[C:4]([N:10]3[CH2:11][CH2:12][N:13]([CH3:16])[CH2:14][CH2:15]3)[CH:5]=2)=[O:27])[CH:21]=[CH:22][C:23]=1[CH3:24] |f:3.4|. Procedure details: A mixture of 13.6 mmol (3 g) of 4-methoxy-3-(4-methyl-1-piperazinyl)phenylamine and 13.6 mmol (2.26 g) of 3-chloro-4-methylphenyl isocyanate in 100 ml of toluene is heated at reflux for 2 hours. After cooling, the precipitate obtained is filtered off, and rinsed twice with diethyl ether. The solid obtained is purified by chromatography on silica gel, using as eluant a 96/4/0.4 dichloromethane/methanol/ammonium hydroxide mixture, to yield the expected product. The corresponding hydrochloride is o... The reactants are O[C@H]1C[C@H]([C@H](CC1)NC(OCC1=CC=CC=C1)=O)\C=C/C (benzyl (1S,2S,4R)-4-hydroxy-2-((Z)-prop-1-enyl)cyclohexylcarbamate), N1C=NC=C1 (imidazole), resultant solution, C(C)(C)(C)[Si](C)(C)Cl (tert-butylchlorodimethylsilane). Solvent: C(Cl)Cl (methylene chloride). Run at temperature 0 celsius, time 18 hour. Product: [Si](C)(C)(C(C)(C)C)O[C@H]1C[C@H]([C@H](CC1)NC(OCC1=CC=CC=C1)=O)\C=C/C (benzyl (1S,2S,4R)-4-(tert-butyldimethylsilyloxy)-2-((Z)-prop-1-enyl)cyclohexylcarbamate). The yield is 71.8%. Reaction SMILES: [OH:1][C@@H:2]1[CH2:7][CH2:6][C@H:5]([NH:8][C:9](=[O:18])[O:10][CH2:11][C:12]2[CH:17]=[CH:16][CH:15]=[CH:14][CH:13]=2)[C@H:4](/[CH:19]=[CH:20]\[CH3:21])[CH2:3]1.N1C=CN=C1.[C:27]([Si:31](Cl)([CH3:33])[CH3:32])([CH3:30])([CH3:29])[CH3:28]>C(Cl)Cl>[Si:31]([O:1][C@@H:2]1[CH2:7][CH2:6][C@H:5]([NH:8][C:9](=[O:18])[O:10][CH2:11][C:12]2[CH:13]=[CH:14][CH:15]=[CH:16][CH:17]=2)[C@H:4](/[CH:19]=[CH:20]\[CH3:21])[CH2:3]1)([C:27]([CH3:30])([CH3:29])[CH3:28])([CH3:33])[CH3:32]. Reported procedure: A solution of benzyl (1S,2S,4R)-4-hydroxy-2-((Z)-prop-1-enyl)cyclohexylcarbamate (6.0 g, 20.7 mmol) in methylene chloride (60 mL) was treated with imidazole (2.1 g) and cooled to 0° C. The resultant solution was charged with tert-butylchlorodimethylsilane (3.4 g, 22.8 mmol) and then stirred for 18 h at 30° C. before being quenched with water. The organic phase was separated, and the aqueous phase was extracted with methylene chloride. The combined organic phases were washed with brine, dried, fi... Solvent: O1CCCC=C1 (2,3-dihydropyran), O (water), CO (methanol). Procedure details: Add with swirling a solution of p-toluenesulfonic acid (14 mg) in benzene (0.8 mole) to dl-17β-hydroxy-13-ethylgon-4-en-3-one (450 mg) in 2,3-dihydropyran (3 ml). After two hours, neutralize the reaction mixture with methanolic sodium hydroxide. Add water, together with some methanol, scratch the mixture and allow it to stand at 0° for about 70 hours. Filter to obtain the title compound (100 mg), m.p. 148°-152°; infrared absorption peaks at 6.0 μ, 6.2 μ, 9.02 μ, 9.42 μ, 9.68 μ, 9.85 μ, 10.25 μ (... Conditions: time 2 hour. RXN SMILES: [C:1]1(C)C=[CH:5][C:4](S(O)(=O)=O)=[CH:3][CH:2]=1.C1C=CC=CC=1.[OH:18][C@@H:19]1[C@:27]2([CH2:28][CH3:29])[C@H:22]([C@@H:23]3[CH2:37][CH2:36][C:35]4[C@H:30]([CH2:31][CH2:32][C:33](=[O:38])[CH:34]=4)[C@H:24]3[CH2:25][CH2:26]2)[CH2:21][CH2:20]1.[OH-:39].[Na+]>O1C=CCCC1.CO.O>[CH2:28]([C@:27]12[CH2:26][CH2:25][C@@H:24]3[C@@H:30]4[C:35]([CH2:36][CH2:37][C@H:23]3[C@@H:22]1[CH2:21][CH2:20][C@@H:19]2[O:18][CH:5]1[CH2:4][CH2:3][CH2:2][CH2:1][O:39]1)=[CH:34][C:33](=[O:38])[CH2:32][CH2:31]4)[CH3:29] |f:3.4|. Starting materials: C1(=CC=C(C=C1)S(=O)(=O)O)C (p-toluenesulfonic acid), [OH-].[Na+] (sodium hydroxide), C1=CC=CC=C1 (benzene), O[C@H]1CC[C@H]2[C@H]3[C@H](CC[C@]12CC)[C@H]1CCC(C=C1CC3)=O (17β-hydroxy-13-ethylgon-4-en-3-one). Product: C(C)[C@]12[C@H](CC[C@H]2[C@H]2[C@H](CC1)[C@H]1CCC(C=C1CC2)=O)OC2OCCCC2 (13-Ethyl-17β-(tetrahydropyran-2-yloxy)gon-4-en-3-one). Starting materials: COC1=CC=C(C=C1)N (p-anisidine), C(C)OC(=O)C#CC(=O)OCC (diethyl-acetylene dicarboxylate). The solvent is CO (methanol). Run at temperature 55 celsius. The product is OC1=CC(=NC2=CC=C(C=C12)OC)C(=O)OCC (Ethyl 4-hydroxy-6-methoxyquinoline-2-carboxylate). As a reaction SMILES: [CH3:1][O:2][C:3]1[CH:8]=[CH:7][C:6]([NH2:9])=[CH:5][CH:4]=1.[CH2:10]([O:12][C:13]([C:15]#[C:16][C:17](OCC)=[O:18])=[O:14])[CH3:11]>CO>[OH:18][C:17]1[C:7]2[C:6](=[CH:5][CH:4]=[C:3]([O:2][CH3:1])[CH:8]=2)[N:9]=[C:15]([C:13]([O:12][CH2:10][CH3:11])=[O:14])[CH:16]=1. Procedure details: To a solution of p-anisidine (2.7 g, 22 mmol) in methanol (50 mL) was added diethyl-acetylene dicarboxylate (3.74 g, 22 mmol). The resulting solution was heated at 55° C. for 1 hour. The reaction mixture was concentrated in vacuo. The residue was dissolved in phenyl ether (40 mL) and refluxed at 240° C. for 1 hour. The reaction mixture was cooled to room temperature, diluted with hexanes and filtered. A light brown solid was obtained. LC-MS: 1.39 min; (M+H)=248.1. Starting materials: C(C)(C)(C)C=1C=C(C=O)C=C(C1O)C(C)(C)C (3,5-di-tert-butyl-4-hydroxybenzaldehyde), NCCCO (3-aminopropanol), C(C(S)CC(=O)O)(=O)O (thiomalic acid). As a reaction SMILES: [C:1]([C:5]1[CH:6]=[C:7]([CH:10]=[C:11]([C:14]([CH3:17])([CH3:16])[CH3:15])[C:12]=1[OH:13])[CH:8]=O)([CH3:4])([CH3:3])[CH3:2].[NH2:18][CH2:19][CH2:20][CH2:21][OH:22].[C:23](O)(=[O:30])[CH:24]([CH2:26][C:27]([OH:29])=[O:28])[SH:25]>C1C=CC=CC=1>[C:1]([C:5]1[CH:6]=[C:7]([CH:8]2[N:18]([CH2:19][CH2:20][CH2:21][OH:22])[C:23](=[O:30])[CH:24]([CH2:26][C:27]([OH:29])=[O:28])[S:25]2)[CH:10]=[C:11]([C:14]([CH3:17])([CH3:16])[CH3:15])[C:12]=1[OH:13])([CH3:4])([CH3:3])[CH3:2]. The product is C(C)(C)(C)C=1C=C(C=C(C1O)C(C)(C)C)C1SC(C(N1CCCO)=O)CC(=O)O (2-(3,5-Di-tert-butyl-4-hydroxyphenyl)-3-(3-hydroxypropyl)-5-carboxymethyl-1,3-thiazolidin-4-one). Isolated yield 24.8%. Procedure: In benzene (200 ml) were suspended 3,5-di-tert-butyl-4-hydroxybenzaldehyde (23.4 g) and 3-aminopropanol (9.01 g) under a nitrogen atmosphere. After fitting a Dean-Stark trap to the reactor, the suspension was refluxed for 2 hours. After allowing the mixture to cool, thiomalic acid (19.52 g) was added thereto, then the mixture was refluxed for an additional period of 3 hours. Benzene was removed by evaporation, and the resulting white solid was recrystallized from aqueous methanol to afford 10.5 ... Run in C1=CC=CC=C1 (benzene).